This data is from the Open Reaction Database (ORD), a public repository of structured organic reaction records. The task is: describe an organic reaction: reactants, conditions, products, and yield Reactants: FC1=CC=C(C=C1)C1(OCC2=CC=CC=C12)CCCOC1OCCCC1 (1-(4-fluorophenyl)-1,3-dihydro-1-[3-(tetrahydro-2H-pyran-2-yloxy)propyl]isobenzofuran). Solvent: Cl (hydrochloric acid), C(C)O (ethanol). Yields the product FC1=CC=C(C=C1)C1(OCC2=CC=CC=C12)CCCO (1-(4-fluorophenyl)-1,3-dihydroisobenzofuran-1-propanol), intermediate 11. Reaction SMILES: [F:1][C:2]1[CH:7]=[CH:6][C:5]([C:8]2([CH2:17][CH2:18][CH2:19][O:20]C3CCCCO3)[C:16]3[C:11](=[CH:12][CH:13]=[CH:14][CH:15]=3)[CH2:10][O:9]2)=[CH:4][CH:3]=1>Cl.C(O)C>[F:1][C:2]1[CH:3]=[CH:4][C:5]([C:8]2([CH2:17][CH2:18][CH2:19][OH:20])[C:16]3[C:11](=[CH:12][CH:13]=[CH:14][CH:15]=3)[CH2:10][O:9]2)=[CH:6][CH:7]=1. Procedure: 39.6 Parts of 1-(4-fluorophenyl)-1,3-dihydro-1-[3-(tetrahydro-2H-pyran-2-yloxy)propyl]isobenzofuran were dissolved in 9.8 parts of a hydrochloric acid solution 0.1M and 788 parts of ethanol and the whole was stirred and refluxed for one hour. The solvent was evaporated and the residue was taken up in methylbenzene and water. The organic phase was separated, washed with water, dried, filtered and evaporated. The residue was purified by column-chromatography over silica gel using a mixture trichlo...